From a dataset of the Open Reaction Database (ORD), a public repository of structured organic reaction records. describe an organic reaction: reactants, conditions, products, and yield Reactants: CC=1NC(=C(C(C1C(=O)OCC)C=1SC=CC1)C(=O)OCC)C=O (diethyl 2-methyl-4-(2-thienyl)-6-formyl-1,4-dihydropyridine-3,5-dicarboxylate), [BH4-].[Na+] (sodium borohydride), CCCCCC (n-hexane). The solvent is C(C)O (ethanol), C(C)(=O)OCC (ethyl acetate). The product is CC=1NC(=C(C(C1C(=O)OCC)C=1SC=CC1)C(=O)OCC)CO (diethyl 2-methyl-4-(2-thienyl)-6-hydroxymethyl-1,4-dihydropyridine-3,5-dicarboxylate). Yield: 90.6%. Reaction SMILES: [CH3:1][C:2]1[NH:3][C:4]([CH:23]=[O:24])=[C:5]([C:18]([O:20][CH2:21][CH3:22])=[O:19])[CH:6]([C:13]2[S:14][CH:15]=[CH:16][CH:17]=2)[C:7]=1[C:8]([O:10][CH2:11][CH3:12])=[O:9].[BH4-].[Na+].CCCCCC>C(O)C.C(OCC)(=O)C>[CH3:1][C:2]1[NH:3][C:4]([CH2:23][OH:24])=[C:5]([C:18]([O:20][CH2:21][CH3:22])=[O:19])[CH:6]([C:13]2[S:14][CH:15]=[CH:16][CH:17]=2)[C:7]=1[C:8]([O:10][CH2:11][CH3:12])=[O:9] |f:1.2|. Reported procedure: To a solution of diethyl 2-methyl-4-(2-thienyl)-6-formyl-1,4-dihydropyridine-3,5-dicarboxylate (940.68 mg) in 99% ethanol (30 ml) was gradually added sodium borohydride (113.5 mg) under stirring and this was further stirred at room temperature for 2 hours. After removal of ethanol, the residue was extracted with ethyl acetate and the extract was washed twice with water and then dried. The solvent was removed from the extract to give a pale yellow oil. The oil was pulverized with n-hexane. The po... Reactants: ClCCC=1C(OC2=C(C1C)C(=CC(=C2)OC)OC)=O (3-(2-chloroethyl)-5,7-dimethoxy-4-methyl-2H-1-benzopyran-2-one), OC1(CCNCC1)C1=CC=CC=C1 (4-hydroxy-4-phenylpiperidine). Run in C(C)(=O)OCC.C(C)O (ethyl acetate ethanol). Product: OC1(CCN(CC1)CCC=1C(OC2=C(C1C)C(=CC(=C2)OC)OC)=O)C2=CC=CC=C2 (3-[2-(4-hydroxy-4-phenyl-1-piperidinyl)ethyl]-5,7-dimethoxy-4-methyl-2H-1-benzopyran-2-one). Isolated yield 41.0%. Reaction SMILES: Cl[CH2:2][CH2:3][C:4]1[C:5](=[O:19])[O:6][C:7]2[CH:14]=[C:13]([O:15][CH3:16])[CH:12]=[C:11]([O:17][CH3:18])[C:8]=2[C:9]=1[CH3:10].[OH:20][C:21]1([C:27]2[CH:32]=[CH:31][CH:30]=[CH:29][CH:28]=2)[CH2:26][CH2:25][NH:24][CH2:23][CH2:22]1>C(OCC)(=O)C.C(O)C>[OH:20][C:21]1([C:27]2[CH:32]=[CH:31][CH:30]=[CH:29][CH:28]=2)[CH2:26][CH2:25][N:24]([CH2:2][CH2:3][C:4]2[C:5](=[O:19])[O:6][C:7]3[CH:14]=[C:13]([O:15][CH3:16])[CH:12]=[C:11]([O:17][CH3:18])[C:8]=3[C:9]=2[CH3:10])[CH2:23][CH2:22]1 |f:2.3|. Procedure details: Process B; starting materials: 3-(2-chloroethyl)-5,7-dimethoxy-4-methyl-2H-1-benzopyran-2-one (Example 39) and 4-hydroxy-4-phenylpiperidine; yield 41%; m.p. 177.5°-179° C. (from ethyl acetate/ethanol). Starting materials: ClCCl, CO, NNC(=O)c1ccc([N+](=O)[O-])cc1, CCCSP(=S)(Oc1ccccc1C=O)SCC. Product: CCCSP(=S)(Oc1ccccc1C=NNC(=O)c1ccc([N+](=O)[O-])cc1)SCC. RXN SMILES: [CH2:34]([Cl:35])[Cl:36].[CH3:32][OH:33].[N+:19](=[O:20])([O-:21])[c:22]1[cH:23][cH:24][c:25]([C:26](=[O:27])[NH:28][NH2:29])[cH:30][cH:31]1.[P:1](=[S:2])([S:3][CH2:4][CH3:5])([S:6][CH2:7][CH2:8][CH3:9])[O:10][c:11]1[c:12]([CH:17]=[O:18])[cH:13][cH:14][cH:15][cH:16]1>>[P:1](=[S:2])([S:3][CH2:4][CH3:5])([S:6][CH2:7][CH2:8][CH3:9])[O:10][c:11]1[c:12]([CH:17]=[N:29][NH:28][C:26]([c:25]2[cH:24][cH:23][c:22]([N+:19](=[O:20])[O-:21])[cH:31][cH:30]2)=[O:27])[cH:13][cH:14][cH:15][cH:16]1. The reactants are S(=O)(=O)(Cl)Cl (sulfuryl chloride), O=C1N(C2=CC=CC=3C2=C1C=CC3)CC(=O)OCC (2-oxo-benz[cd]indole-1(2H)acetic acid, ethyl ester), [Cl-] (chloride). The solvent is C(C)(=O)O (acetic acid). Reaction conditions: time 30 minute. Product: ClC=1C=2C3=C(C(N(C3=CC1)CC(=O)OCC)=O)C=CC2 (6-Chloro-2-oxo-benz[cd]indole-1-(2H)-acetic Acid, Ethyl Ester). RXN SMILES: [O:1]=[C:2]1[C:10]2[CH:11]=[CH:12][CH:13]=[C:8]3[C:9]=2[C:4](=[CH:5][CH:6]=[CH:7]3)[N:3]1[CH2:14][C:15]([O:17][CH2:18][CH3:19])=[O:16].S(Cl)([Cl:23])(=O)=O.[Cl-]>C(O)(=O)C>[Cl:23][C:7]1[C:8]2[C:9]3[C:4](=[CH:5][CH:6]=1)[N:3]([CH2:14][C:15]([O:17][CH2:18][CH3:19])=[O:16])[C:2](=[O:1])[C:10]=3[CH:11]=[CH:12][CH:13]=2. Procedure: To a suspension of 2-oxo-benz[cd]indole-1(2H)acetic acid, ethyl ester (17 g, 0.067 mole, described in Example 3) in glacial acetic acid (67 mL) was added sulfuryl chloride (9 g, 5.4 ml, 0.067 mol) dropwise at room temperature over a period of 50 min with mechanical stirring. The solid initially disappeared after a few milliliters of the chloride were added. Towards the end of additon, the product started to precipitate. The reaction mixture was stirred at room temperature for an additional 30 mi... Starting materials: CCOCC, CC(=O)OC(C)=O, N#CC1(N)CCC2CCC1C2. Product: CC(=O)NC1(C#N)CCC2CCC1C2. Reaction SMILES: [CH3:12][CH2:13][O:14][CH2:15][CH3:16].[CH3:17][C:18]([O:19][C:20](=[O:21])[CH3:22])=[O:23].[NH2:1][C:2]1([C:10]#[N:11])[CH:3]2[CH2:4][CH2:5][CH:6]([CH2:7][CH2:8]1)[CH2:9]2>>[NH:1]([C:2]1([C:10]#[N:11])[CH:3]2[CH2:4][CH2:5][CH:6]([CH2:7][CH2:8]1)[CH2:9]2)[C:13]([CH3:12])=[O:14]. Starting materials: O=C1C2=C(N=C(N1)NC(CCCCCCC)=O)NC=C2 (octanoic acid(4-oxo-4,7-dihydro-3H-pyrrolo[2,3-d]pyrimidin-2-yl)-amide), N(CC1=CC=CC=C1)CC1=CC=CC=C1 ((PhCH2)2NH), C=O (formaldehyde). The product is C(C1=CC=CC=C1)N(CC1=CC=CC=C1)CC1=CNC=2N=C(NC(C21)=O)NC(CCCCCCC)=O (octanoic acid{5-[(dibenzylamino)-methyl]-4-oxo-4,7-dihydro-3H-pyrrolo[2,3-d]pyrimidin-2-yl}-amide). RXN SMILES: [O:1]=[C:2]1[NH:7][C:6]([NH:8][C:9](=[O:17])[CH2:10][CH2:11][CH2:12][CH2:13][CH2:14][CH2:15][CH3:16])=[N:5][C:4]2[NH:18][CH:19]=[CH:20][C:3]1=2.[NH:21]([CH2:29][C:30]1[CH:35]=[CH:34][CH:33]=[CH:32][CH:31]=1)[CH2:22][C:23]1[CH:28]=[CH:27][CH:26]=[CH:25][CH:24]=1.[CH2:36]=O>>[CH2:29]([N:21]([CH2:36][C:20]1[C:3]2[C:2](=[O:1])[NH:7][C:6]([NH:8][C:9](=[O:17])[CH2:10][CH2:11][CH2:12][CH2:13][CH2:14][CH2:15][CH3:16])=[N:5][C:4]=2[NH:18][CH:19]=1)[CH2:22][C:23]1[CH:28]=[CH:27][CH:26]=[CH:25][CH:24]=1)[C:30]1[CH:35]=[CH:34][CH:33]=[CH:32][CH:31]=1. Reported procedure: The syntheses of 4-[(2-amino-4-oxo-4,7-dihydro-3H-pyrrolo[2,3-d]pyrimidin-5-ylmethyl)-amino]-benzoic acid 21 and 2-amino-5-{[4-(4-amino-benzyl)-phenylamino]-methyl}-3,7-dihydro-pyrrolo[2,3-d]pyrimidin-4-one 24 are shown in FIG. 22. FIG. 22A details the synthesis of 4-[(2-amino-4-oxo-4,7-dihydro-3H-pyrrolo[2,3-d]pyrimidin-5-ylmethyl)-amino]-benzoic acid 21. 2-amino-3,7-dihydro-pyrrolo[2,3-d]pyrimidin-4-one 15 is reacted with octanoyl chloride in pyridine to produce octanoic acid(7-octanoyl-4-oxo-... The reactants are C1(CC1)N (cyclopropylamine), ClC1=NC(=NC(=C1C#N)Cl)NCC (4,6-dichloro-2-ethylamino-5-pyrimidinecarbonitrile), C(C)(C)N (isopropylamine). The product is ClC1=NC(=NC(=C1C#N)NC1CC1)NC(C)C (4-chloro-6-cyclopropylamino-2-isopropylamino-5-pyrimidinecarbonitrile). As a reaction SMILES: [CH:1]1([NH2:4])[CH2:3][CH2:2]1.Cl[C:6]1[C:11]([C:12]#[N:13])=[C:10]([Cl:14])[N:9]=[C:8]([NH:15][CH2:16][CH3:17])[N:7]=1.[CH:18](N)(C)C>>[Cl:14][C:10]1[C:11]([C:12]#[N:13])=[C:6]([NH:4][CH:1]2[CH2:3][CH2:2]2)[N:7]=[C:8]([NH:15][CH:16]([CH3:17])[CH3:18])[N:9]=1. Reported procedure: This compound was prepared in the manner of Example XVII, substituting 4,6-dichloro-2-isopropylamino-5-pyrimidinecarbonitrile and cyclopropylamine for 4,6-dichloro-2-ethylamino-5-pyrimidinecarbonitrile and isopropylamine, producing 4-chloro-6-cyclopropylamino-2-isopropylamino-5-pyrimidinecarbonitrile. Upon recrystallization from methylcyclohexane, the melting point was 157°-160°. Starting materials: CCOC(C)=O, CCOC(=O)N=S(=O)(CC)c1cccc(COc2cc3ncnc(NC(C)C)c3cc2OC)c1, CCCCCC, CO, CO, CO, ClCCl. The product is CCS(=N)(=O)c1cccc(COc2cc3ncnc(NC(C)C)c3cc2OC)c1. Reaction SMILES: [C:43]([O:44][CH2:45][CH3:46])(=[O:47])[CH3:48].[CH2:1]([O:2][C:3](=[O:4])[N:6]=[S:7](=[O:8])([c:9]1[cH:10][c:11]([CH2:15][O:16][c:17]2[c:18]([O:31][CH3:32])[cH:19][c:20]3[c:21]([NH:27][CH:28]([CH3:29])[CH3:30])[n:22][cH:23][n:24][c:25]3[cH:26]2)[cH:12][cH:13][cH:14]1)[CH2:33][CH3:34])[CH3:5].[CH3:35][CH2:36][CH2:37][CH2:38][CH2:39][CH3:40].[CH3:41][OH:42].[CH3:49][OH:50].[CH3:51][OH:52].[Cl:53][CH2:54][Cl:55]>>[NH:6]=[S:7](=[O:8])([c:9]1[cH:10][c:11]([CH2:15][O:16][c:17]2[c:18]([O:31][CH3:32])[cH:19][c:20]3[c:21]([NH:27][CH:28]([CH3:29])[CH3:30])[n:22][cH:23][n:24][c:25]3[cH:26]2)[cH:12][cH:13][cH:14]1)[CH2:33][CH3:34].